Dataset: the Open Reaction Database (ORD), a public repository of structured organic reaction records. Task: describe an organic reaction: reactants, conditions, products, and yield The reactants are ClC1=C(C=C(C=C1)C1=NC=2N(C(=C1)C(F)(F)F)N=CC2C#C)C (5-(4-chloro-3-methyl-phenyl)-3-ethynyl-7-trifluoromethyl-pyrazolo[1,5-a]pyrimidine), BrC=1C=NC=CC1 (3-bromopyridine). Product: ClC1=C(C=C(C=C1)C1=NC=2N(C(=C1)C(F)(F)F)N=CC2C#CC=2C=NC=CC2)C (5-(4-Chloro-3-methyl-phenyl)-3-pyridin-3-ylethynyl-7-trifluoromethyl-pyrazolo[1,5-a]pyrimidine), solid. Isolated yield 22.0%. RXN SMILES: [Cl:1][C:2]1[CH:7]=[CH:6][C:5]([C:8]2[CH:13]=[C:12]([C:14]([F:17])([F:16])[F:15])[N:11]3[N:18]=[CH:19][C:20]([C:21]#[CH:22])=[C:10]3[N:9]=2)=[CH:4][C:3]=1[CH3:23].Br[C:25]1[CH:26]=[N:27][CH:28]=[CH:29][CH:30]=1>>[Cl:1][C:2]1[CH:7]=[CH:6][C:5]([C:8]2[CH:13]=[C:12]([C:14]([F:15])([F:17])[F:16])[N:11]3[N:18]=[CH:19][C:20]([C:21]#[C:22][C:25]4[CH:26]=[N:27][CH:28]=[CH:29][CH:30]=4)=[C:10]3[N:9]=2)=[CH:4][C:3]=1[CH3:23]. Reported procedure: The title compound was prepared from 5-(4-chloro-3-methyl-phenyl)-3-ethynyl-7-trifluoromethyl-pyrazolo[1,5-a]pyrimidine (example C.11) (336 mg, 1.0 mmol) and commercially available 3-bromopyridine (158 mg, 1.0 mmol) according to general procedure II. Obtained as a yellow solid (90 mg, 22%). MS (ISP) 413.0 [(M+H)+]; mp 196° C. The reactants are BrC\C=C\CBr (trans-1,4-dibromo-2-butene), C1(C=2C(C(N1)=O)=CC=CC2)=O.[K] (potassium phthalimide). Run in CN(C=O)C (dimethyl formamide). Conditions: temperature 50 celsius. Product: BrC\C=C\CN1C(C=2C(C1=O)=CC=CC2)=O (TRANS-1-BROMO-4-PHTHALIMIDO-2-BUTENE). Reaction SMILES: [Br:1][CH2:2]/[CH:3]=[CH:4]/[CH2:5]Br.[C:7]1(=[O:17])[NH:11][C:10](=[O:12])[C:9]2=[CH:13][CH:14]=[CH:15][CH:16]=[C:8]12.[K]>CN(C)C=O>[Br:1][CH2:2]/[CH:3]=[CH:4]/[CH2:5][N:11]1[C:10](=[O:12])[C:9]2=[CH:13][CH:14]=[CH:15][CH:16]=[C:8]2[C:7]1=[O:17] |f:1.2,^1:17|. Procedure: A mixture of trans-1,4-dibromo-2-butene (6.4 g, 30 mmol) and potassium phthalimide (5.6 g, 30 mmol) in anhydrous dimethyl formamide (200 ml) was heated at 50° C. for 24 h. Then the reaction mixture was concentrated in vacuo, dissolved in ethyl acetate, washed with brine and the pure title product was obtained by flash chromatography on silica gel (ethyl acetate: hexane; 15:85) (3.2 g, 40%).